From a dataset of the Open Reaction Database (ORD), a public repository of structured organic reaction records. describe an organic reaction: reactants, conditions, products, and yield As a reaction SMILES: C(=O)(O)[O-:2].[Na+].Cl.NO.[F:9][C:10]([F:23])([F:22])[CH:11]([C:14]1[CH:19]=[CH:18][N:17]=[C:16]([C:20]#[N:21])[CH:15]=1)[O:12][CH3:13]>C(O)C>[F:23][C:10]([F:9])([F:22])[CH:11]([C:14]1[CH:19]=[CH:18][N:17]=[C:16]([C:20]([NH2:21])=[O:2])[CH:15]=1)[O:12][CH3:13] |f:0.1,2.3|. Reactants: C([O-])(O)=O.[Na+] (sodium bicarbonate), Cl.NO (hydroxylamine hydrochloride), FC(C(OC)C1=CC(=NC=C1)C#N)(F)F (4-(2,2,2-thfluoro-1-methoxyethyl)pyridine-2-carbonitrile). The yield is 69.2%. The product is FC(C(OC)C1=CC(=NC=C1)C(=O)N)(F)F (4-(2,2,2-trifluoro-1-methoxyethyl)pyridine-2-carboxamide). The solvent is C(C)O (ethanol). Reported procedure: To 2 ml of ethanol were added 0.12 g of sodium bicarbonate and 0.1 g of hydroxylamine hydrochloride, and the mixture was heated to reflux for 1 hour. After allowing to cool, 0.2 g of 4-(2,2,2-thfluoro-1-methoxyethyl)pyridine-2-carbonitrile was added at 0° C., and the mixture was stirred for 3 hours, and concentrated. To the residue was added water, the resultant solution was extracted with ethyl acetate three times, and the organic layers were combined, washed with an aqueous saturated sodium ch... Conditions: time 3 hour. The reactants are ClCC=CCC(CC(C)(C)C)(C)C (1-chloro-5,5,7,7-tetramethyl-2-octene), NCCN1CCNCC1 (1-(2-aminoethyl)piperazine), [O-2].[Mg+2] (magnesium oxide), C1CCOC1 (THF). The solvent is C(C)OCC (diethyl ether). The product is CC(CC=CCNCCN1CCNCC1)(CC(C)(C)C)C (1-(N-(5,5,7,7-tetramethyl-2-octenyl)-2-aminoethyl)piperazine). Reaction SMILES: Cl[CH2:2][CH:3]=[CH:4][CH2:5][C:6]([CH3:13])([CH3:12])[CH2:7][C:8]([CH3:11])([CH3:10])[CH3:9].[NH2:14][CH2:15][CH2:16][N:17]1[CH2:22][CH2:21][NH:20][CH2:19][CH2:18]1.[O-2].[Mg+2].C1COCC1>C(OCC)C>[CH3:12][C:6]([CH3:13])([CH2:7][C:8]([CH3:11])([CH3:10])[CH3:9])[CH2:5][CH:4]=[CH:3][CH2:2][NH:14][CH2:15][CH2:16][N:17]1[CH2:22][CH2:21][NH:20][CH2:19][CH2:18]1 |f:2.3|. Procedure: In a similar manner to Example 4, 10 g (4.95 mmol) of 1-chloro-5,5,7,7-tetramethyl-2-octene, 64 g (495 mmol) of 1-(2-aminoethyl)piperazine, 10 g (248 mmol) of magnesium oxide and 30 ml of THF are refluxed for 4 h. The mixture is diluted with 300 ml of diethyl ether and extracted once each with 5% strength aqueous NaOH and water, concentrated and dried at 40° C./1 mbar. Yield: quantitative. Starting materials: ClC1=CC=C(CCl)C=C1 (4-chlorobenzyl chloride), C(#CC)N1CCNCC1 (N-propynyl piperazine), C([O-])([O-])=O.[Na+].[Na+] (sodium carbonate). Run in C(C)O (ethanol). The product is ClC1=CC=C(CN2CCN(CC2)C#CC)C=C1 (N'-(4-chlorobenzyl)-N-propynyl piperazine). Reaction SMILES: [Cl:1][C:2]1[CH:9]=[CH:8][C:5]([CH2:6]Cl)=[CH:4][CH:3]=1.[C:10]([N:13]1[CH2:18][CH2:17][NH:16][CH2:15][CH2:14]1)#[C:11][CH3:12].C(=O)([O-])[O-].[Na+].[Na+]>C(O)C>[Cl:1][C:2]1[CH:9]=[CH:8][C:5]([CH2:6][N:16]2[CH2:17][CH2:18][N:13]([C:10]#[C:11][CH3:12])[CH2:14][CH2:15]2)=[CH:4][CH:3]=1 |f:2.3.4|. Procedure: A mixture of 6.44 g. of 4-chlorobenzyl chloride, 4.97 g. of N-propynyl piperazine, 8.48 g. of sodium carbonate and 50 ml. of ethanol was refluxed for 18 hours. The mixture was then filtered and the filtrate evaporated in vacuo. The residual oil was dissolved in chloroform which solution was washed with water and then dried over magnesium sulfate. The mixture was then filtered and the filtrate was evaporated under vacuum and subsequently distilled to give a yellow oil of the expected N'-(4-chloro... The reactants are CNc1nc(C)cc(OC)n1, CC#N, O=C=NS(=O)(=O)c1cccs1. Yields the product COc1cc(C)nc(N(C)C(=O)NS(=O)(=O)c2cccs2)n1. Reaction SMILES: [CH3:1][NH:2][c:3]1[n:4][c:5]([CH3:11])[cH:6][c:7]([O:9][CH3:10])[n:8]1.[CH3:23][C:24]#[N:25].[s:12]1[c:13]([S:17](=[O:18])(=[O:19])[N:20]=[C:21]=[O:22])[cH:14][cH:15][cH:16]1>>[CH3:1][N:2]([c:3]1[n:4][c:5]([CH3:11])[cH:6][c:7]([O:9][CH3:10])[n:8]1)[C:21]([NH:20][S:17]([c:13]1[s:12][cH:16][cH:15][cH:14]1)(=[O:18])=[O:19])=[O:22]. The reactants are N1CCCCC1 (Piperidine), FC1=C(C=C(C(=O)OC)C=C1)[N+](=O)[O-] (methyl 4-fluoro-3-nitrobenzoate). Solvent: CN(C)C=O (DMF), C(C)(=O)OCC (ethyl acetate). Conditions: time 1 hour. Product: [N+](=O)([O-])C=1C=C(C(=O)OC)C=CC1N1CCCCC1 (methyl 3-nitro-4-(piperidine-1-yl)benzoate). Reaction SMILES: [NH:1]1[CH2:6][CH2:5][CH2:4][CH2:3][CH2:2]1.F[C:8]1[CH:17]=[CH:16][C:11]([C:12]([O:14][CH3:15])=[O:13])=[CH:10][C:9]=1[N+:18]([O-:20])=[O:19]>CN(C=O)C.C(OCC)(=O)C>[N+:18]([C:9]1[CH:10]=[C:11]([CH:16]=[CH:17][C:8]=1[N:1]1[CH2:6][CH2:5][CH2:4][CH2:3][CH2:2]1)[C:12]([O:14][CH3:15])=[O:13])([O-:20])=[O:19]. Procedure: Piperidine (1.24 ml) was added to a solution of methyl 4-fluoro-3-nitrobenzoate (1.00 g) in DMF (20 ml) and the mixture was stirred at room temperature for 1 hour. The reaction mixture was diluted with ethyl acetate, sequentially washed with water and brine, and dried over anhydrous sodium sulfate. The filtrate was concentrated under reduced pressure and the residue was purified by silica gel column chromatography to obtain the title compound (1.50 g).